From a dataset of the Open Reaction Database (ORD), a public repository of structured organic reaction records. describe an organic reaction: reactants, conditions, products, and yield The reactants are OCCOCC=C (allyl hydroxyethyl ether), C(C)(C)(C)OC(=O)N1CCC(CC1)C(=O)C1=NC2=C(N1)C=CC=C2 (1-(t-butoxycarbonyl)-4-(1 H-benzoimidazole-2-carbonyl)-piperidine). Yields the product C(C=C)OCCN1C(=NC2=C1C=CC=C2)C(=O)C2CCNCC2 (4-(1-(2-allyloxy-ethyl)-1 H-benzoimidazole-2-carbonyl)-piperidine). RXN SMILES: O[CH2:2][CH2:3][O:4][CH2:5][CH:6]=[CH2:7].C(OC([N:15]1[CH2:20][CH2:19][CH:18]([C:21]([C:23]2[NH:27][C:26]3[CH:28]=[CH:29][CH:30]=[CH:31][C:25]=3[N:24]=2)=[O:22])[CH2:17][CH2:16]1)=O)(C)(C)C>>[CH2:5]([O:4][CH2:3][CH2:2][N:24]1[C:25]2[CH:31]=[CH:30][CH:29]=[CH:28][C:26]=2[N:27]=[C:23]1[C:21]([CH:18]1[CH2:19][CH2:20][NH:15][CH2:16][CH2:17]1)=[O:22])[CH:6]=[CH2:7]. Procedure details: Prepare by the method of Preparation 4 using allyl hydroxyethyl ether and 1-(t-butoxycarbonyl)-4-(1 H-benzoimidazole-2-carbonyl)-piperidine to give the title compound. Starting materials: C1CNCCN1, O=C(O)c1cn(CCF)c2cc(Cl)c(F)cc2c1=O, c1ccncc1. Yields the product Cl, O=C(O)c1cn(CCF)c2cc(N3CCNCC3)c(F)cc2c1=O. Reaction SMILES: [CH2:20]1[CH2:21][NH:22][CH2:23][CH2:24][NH:25]1.[F:1][CH2:2][CH2:3][n:4]1[cH:5][c:6]([C:17](=[O:18])[OH:19])[c:7](=[O:16])[c:8]2[cH:9][c:10]([F:15])[c:11]([Cl:14])[cH:12][c:13]12.[cH:26]1[cH:27][cH:28][n:29][cH:30][cH:31]1>>[ClH:14].[F:1][CH2:2][CH2:3][n:4]1[cH:5][c:6]([C:17](=[O:18])[OH:19])[c:7](=[O:16])[c:8]2[cH:9][c:10]([F:15])[c:11]([N:22]3[CH2:21][CH2:20][NH:25][CH2:24][CH2:23]3)[cH:12][c:13]12. The reactants are O=C([O-])O, CO, ClC(Cl)Cl, [Cl-], [Fe], CC(C)S(=O)c1cn(Cc2c(F)cccc2F)c2sc(-c3ccc([N+](=O)[O-])cc3)c(CN(C)Cc3ccccc3)c2c1=O, [Na+]. Yields the product CC(C)S(=O)c1cn(Cc2c(F)cccc2F)c2sc(-c3ccc(N)cc3)c(CN(C)Cc3ccccc3)c2c1=O. As a reaction SMILES: [C:47](=[O:48])([OH:49])[O-:50].[CH3:44][OH:45].[CH:53]([Cl:54])([Cl:55])[Cl:56].[Cl-:46].[Fe:52].[N+:1]([O-:2])(=[O:3])[c:4]1[cH:5][cH:6][c:7](-[c:10]2[c:11]([CH2:34][N:35]([CH3:36])[CH2:37][c:38]3[cH:39][cH:40][cH:41][cH:42][cH:43]3)[c:12]3[c:13]([n:14]([CH2:24][c:25]4[c:26]([F:32])[cH:27][cH:28][cH:29][c:30]4[F:31])[cH:15][c:16]([S:19](=[O:20])[CH:21]([CH3:22])[CH3:23])[c:17]3=[O:18])[s:33]2)[cH:8][cH:9]1.[Na+:51]>>[NH2:1][c:4]1[cH:5][cH:6][c:7](-[c:10]2[c:11]([CH2:34][N:35]([CH3:36])[CH2:37][c:38]3[cH:39][cH:40][cH:41][cH:42][cH:43]3)[c:12]3[c:13]([n:14]([CH2:24][c:25]4[c:26]([F:32])[cH:27][cH:28][cH:29][c:30]4[F:31])[cH:15][c:16]([S:19](=[O:20])[CH:21]([CH3:22])[CH3:23])[c:17]3=[O:18])[s:33]2)[cH:8][cH:9]1. The reactants are CC(=O)C1=C(C=CC=C1F)F (2,6-difluoroacetophenone), [Cl-].[Al+3].[Cl-].[Cl-] (aluminium chloride), BrBr (bromine). Run in C(Cl)(Cl)Cl (chloroform), C(Cl)(Cl)Cl (chloroform). Reaction conditions: time 1 hour. Yields the product BrCC(=O)C1=C(C=CC=C1F)F (2-bromo-1-(2,6-difluorophenyl)-ethanone). As a reaction SMILES: [CH3:1][C:2]([C:4]1[C:9]([F:10])=[CH:8][CH:7]=[CH:6][C:5]=1[F:11])=[O:3].[Cl-].[Al+3].[Cl-].[Cl-].[Br:16]Br>C(Cl)(Cl)Cl>[Br:16][CH2:1][C:2]([C:4]1[C:5]([F:11])=[CH:6][CH:7]=[CH:8][C:9]=1[F:10])=[O:3] |f:1.2.3.4|. Procedure: 40.6 g of 2,6-difluoroacetophenone are placed in 120 ml of chloroform, and 0.1 g of aluminium chloride is added. Then, at 0° C., 37 g of bromine in 240 ml of chloroform are added dropwise and stirring is carried out at 0° C. for 1 h. The reaction mixture is then heated to room temperature and is concentrated using a rotary evaporator. The residue is distilled over a Vigreux column. In this way 2-bromo-1-(2,6-difluorophenyl)-ethanone having a boiling point of 101-11° C. at 9 mbar is obtained.